This data is from the Open Reaction Database (ORD), a public repository of structured organic reaction records. The task is: describe an organic reaction: reactants, conditions, products, and yield The reactants are OC1=CC=C(C=2C(CCC(C12)(C)C)(C)C)C (1-Hydroxy-4,5,5,8,8-pentamethyl-5,6,7,8-tetrahydronaphthalene), C(C)(=O)O (acetic acid), C1N2CN3CN1CN(C2)C3 (hexamethylenetetramine), O (water). The solvent is C1(=CC=CC=C1)C (toluene). Run at temperature 20 celsius, time 2.5 hour. The product is C(=O)C1=C(C=2C(CCC(C2C(=C1)C)(C)C)(C)C)O (2-formyl-1-hydroxy-4,5,5,8,8-pentamethyl-5,6,7,8-tetrahydronaphthalene). RXN SMILES: [OH:1][C:2]1[C:11]2[C:10]([CH3:13])([CH3:12])[CH2:9][CH2:8][C:7]([CH3:15])([CH3:14])[C:6]=2[C:5]([CH3:16])=[CH:4][CH:3]=1.[C:17](O)(=[O:19])C.C1N2CN3CN(C2)CN1C3.O>C1(C)C=CC=CC=1>[CH:17]([C:3]1[CH:4]=[C:5]([CH3:16])[C:6]2[C:7]([CH3:15])([CH3:14])[CH2:8][CH2:9][C:10]([CH3:12])([CH3:13])[C:11]=2[C:2]=1[OH:1])=[O:19]. Procedure details: Formylation. 1-Hydroxy-4,5,5,8,8-pentamethyl-5,6,7,8-tetrahydronaphthalene (78 g, 0.358 mol) was stirred with glacial acetic acid (632 mL) and hexamethylenetetramine (93.6 g, 0.669 mol). The mixture was heated at 105°-110° C. for 10 h. Hot water (632 mL) was added and the heating was continued for an additional 2.5 h at 100° C. The mixture was cooled to 20° C., toluene (250 mL) was added, and the mixture was stirred vigorously. The organic layer was separated, washed with water (2×50 mL), then n...